From a dataset of the Open Reaction Database (ORD), a public repository of structured organic reaction records. describe an organic reaction: reactants, conditions, products, and yield Reactants: COC(OC)OC, ClCCl, [Na+], O=C([O-])O, O=C(O)CCCC(=O)c1ccccc1, OCCO, O=S(=O)(O)O. Product: O=C(O)CCCC1(c2ccccc2)OCCO1. Reaction SMILES: [CH3:24][O:25][CH:26]([O:27][CH3:28])[O:29][CH3:30].[Cl:36][CH2:37][Cl:38].[Na+:35].[O-:31][C:32]([OH:33])=[O:34].[O:6]=[C:7]([CH2:8][CH2:9][CH2:10][C:11](=[O:12])[OH:13])[c:14]1[cH:15][cH:16][cH:17][cH:18][cH:19]1.[OH:20][CH2:21][CH2:22][OH:23].[S:1](=[O:2])(=[O:3])([OH:4])[OH:5]>>[O:6]1[C:7]([CH2:8][CH2:9][CH2:10][C:11](=[O:12])[OH:13])([c:14]2[cH:15][cH:16][cH:17][cH:18][cH:19]2)[O:20][CH2:21][CH2:22]1. Reactants: C1CCOC1, [H][H], N#CCN1CCC(COC(=O)c2cc(Cl)c(N)c3c2OCCO3)CC1. As a reaction SMILES: [CH2:28]1[O:29][CH2:30][CH2:31][CH2:32]1.[H:26][H:27].[NH2:1][c:2]1[c:3]([Cl:25])[cH:4][c:5]([C:12](=[O:13])[O:14][CH2:15][CH:16]2[CH2:17][CH2:18][N:19]([CH2:22][C:23]#[N:24])[CH2:20][CH2:21]2)[c:6]2[c:7]1[O:8][CH2:9][CH2:10][O:11]2>>[NH2:1][c:2]1[c:3]([Cl:25])[cH:4][c:5]([C:12](=[O:13])[O:14][CH2:15][CH:16]2[CH2:17][CH2:18][N:19]([CH2:22][CH2:23][NH2:24])[CH2:20][CH2:21]2)[c:6]2[c:7]1[O:8][CH2:9][CH2:10][O:11]2. Yields the product NCCN1CCC(COC(=O)c2cc(Cl)c(N)c3c2OCCO3)CC1. The reactants are N(=O)[O-].[Na+] (NaNO2), NC1=NC=C2C=CC(N(C2=C1)CC)=O (7-amino-1-ethyl-1H-[1,6]naphthyridin-2-one), [H+].[B-](F)(F)(F)F (HBF4), C(=O)([O-])[O-].[Na+].[Na+] (Na2CO3). Yields the product FC1=NC=C2C=CC(N(C2=C1)CC)=O (7-fluoro-1-ethyl-1H-[1,6]naphthyridin-2-one). The yield is 64.0%. RXN SMILES: N[C:2]1[CH:11]=[C:10]2[C:5]([CH:6]=[CH:7][C:8](=[O:14])[N:9]2[CH2:12][CH3:13])=[CH:4][N:3]=1.N([O-])=O.[Na+].C([O-])([O-])=O.[Na+].[Na+].[H+].[B-](F)(F)(F)[F:27]>>[F:27][C:2]1[CH:11]=[C:10]2[C:5]([CH:6]=[CH:7][C:8](=[O:14])[N:9]2[CH2:12][CH3:13])=[CH:4][N:3]=1 |f:1.2,3.4.5,6.7|. Procedure: A suspension of (XIII) (1.1 g, 5.8 mmol) in 48% aqueous HBF4 (20 mL) at -10° C. was treated with NaNO2 (0.44 g, 6.38 mmol, added in small portions over 3 hours). The resulting mixture was neutralized (pH 7) with solid Na2CO3 carefully, keeping the temperature below 0° C., and extracted with EtOAc (3×75 mL). The solvent was removed, then chromatography of the residue on silica gel, eluting with ethyl acetate, gave 7-fluoro-1-ethyl-1H-[1,6]naphthyridin-2-one (XV) (0.72 g, 64%). Starting materials: CC(C)COC(=O)Cl, CCCCCCNCCCCCC, CN1CCOCC1, CN(C)C=O, O=C(O)c1cc2ccccc2[nH]c1=O, C1CCOC1. The product is CCCCCCN(CCCCCC)C(=O)c1cc2ccccc2[nH]c1=O. RXN SMILES: [C:22]([Cl:23])(=[O:24])[O:25][CH2:26][CH:27]([CH3:28])[CH3:29].[CH2:30]([CH2:31][CH2:32][CH2:33][CH2:34][CH3:35])[NH:36][CH2:37][CH2:38][CH2:39][CH2:40][CH2:41][CH3:42].[CH3:15][N:16]1[CH2:17][CH2:18][O:19][CH2:20][CH2:21]1.[CH3:48][N:49]([CH3:50])[CH:51]=[O:52].[O:1]=[c:2]1[nH:3][c:4]2[cH:5][cH:6][cH:7][cH:8][c:9]2[cH:10][c:11]1[C:12](=[O:13])[OH:14].[O:43]1[CH2:44][CH2:45][CH2:46][CH2:47]1>>[O:1]=[c:2]1[nH:3][c:4]2[cH:5][cH:6][cH:7][cH:8][c:9]2[cH:10][c:11]1[C:12](=[O:14])[N:36]([CH2:30][CH2:31][CH2:32][CH2:33][CH2:34][CH3:35])[CH2:37][CH2:38][CH2:39][CH2:40][CH2:41][CH3:42].